From a dataset of the Open Reaction Database (ORD), a public repository of structured organic reaction records. describe an organic reaction: reactants, conditions, products, and yield Starting materials: [H-].[Al+3].[Li+].[H-].[H-].[H-] (lithium aluminum hydride), C(C1=CC=CC=C1)N1N=CC(=C1)C(=O)OC (methyl 1-benzyl-1H-pyrazole-4-carboxylate), [OH-].[K+] (potassium hydroxide). Run in O1CCCC1 (tetrahydrofuran), O1CCCC1 (tetrahydrofuran). Run at time 5 hour. Yields the product C(C1=CC=CC=C1)N1N=CC(=C1)CO ((1-benzyl-1H-pyrazol-4-yl)methanol). Isolated yield 98.2%. Reaction SMILES: [H-].[Al+3].[Li+].[H-].[H-].[H-].[CH2:7]([N:14]1[CH:18]=[C:17]([C:19](OC)=[O:20])[CH:16]=[N:15]1)[C:8]1[CH:13]=[CH:12][CH:11]=[CH:10][CH:9]=1.[OH-].[K+]>O1CCCC1>[CH2:7]([N:14]1[CH:18]=[C:17]([CH2:19][OH:20])[CH:16]=[N:15]1)[C:8]1[CH:9]=[CH:10][CH:11]=[CH:12][CH:13]=1 |f:0.1.2.3.4.5,7.8|. Procedure details: In a nitrogen atmosphere, 1.44 g of lithium aluminum hydride was added to 100 ml of tetrahydrofuran, and a solution of 7.39 g of methyl 1-benzyl-1H-pyrazole-4-carboxylate in 50 ml of tetrahydrofuran was added dropwise at 0° C. over 30 minutes. Thereafter, the mixture was stirred at room temperature for 5 hours. The reaction mixture was cooled to 0° C., and 15 ml of a 1 mol/L aqueous potassium hydroxide solution was added dropwise. Precipitates were filtered, washed with tetrahydrofuran and then ... Reactants: CC(=O)O[BH-](OC(C)=O)OC(C)=O, C1COCCN1, CC(=O)O, ClCCl, Cl, COc1cc(NS(=O)(=O)N2CCC(=O)CC2)nc(SCc2cccc(F)c2F)n1, [Na+], [Na+], [OH-]. The product is COc1cc(NS(=O)(=O)N2CCC(N3CCOCC3)CC2)nc(SCc2cccc(F)c2F)n1. As a reaction SMILES: [C:1]([O:2][BH-:3]([O:4][C:5](=[O:6])[CH3:7])[O:8][C:9](=[O:10])[CH3:11])(=[O:12])[CH3:13].[CH2:44]1[CH2:45][O:46][CH2:47][CH2:48][NH:49]1.[CH3:56][C:57](=[O:58])[OH:59].[Cl:53][CH2:54][Cl:55].[ClH:52].[F:15][c:16]1[c:17]([CH2:18][S:19][c:20]2[n:21][c:22]([O:37][CH3:38])[cH:23][c:24]([NH:26][S:27](=[O:28])(=[O:29])[N:30]3[CH2:31][CH2:32][C:33](=[O:36])[CH2:34][CH2:35]3)[n:25]2)[cH:39][cH:40][cH:41][c:42]1[F:43].[Na+:14].[Na+:51].[OH-:50]>>[F:15][c:16]1[c:17]([CH2:18][S:19][c:20]2[n:21][c:22]([O:37][CH3:38])[cH:23][c:24]([NH:26][S:27](=[O:28])(=[O:29])[N:30]3[CH2:31][CH2:32][CH:33]([N:49]4[CH2:44][CH2:45][O:46][CH2:47][CH2:48]4)[CH2:34][CH2:35]3)[n:25]2)[cH:39][cH:40][cH:41][c:42]1[F:43]. The reactants are C(C)(C)(C)OC(N[C@H](CC1=C(C=CC=C1)F)C(N(C)OC)=O)=O ([(R)-2-(2-fluoro-phenyl)-1-(methoxy-methyl-carbamoyl)-ethyl]-carbamic acid tert-butyl ester), C(C)(C)(C)NC(C1=C(N=CC=C1)C)=O (N-tert-butyl-2-methyl-nicotinamide). Product: C(C)(C)(C)OC(N[C@@H](C(CC1=NC=CC=C1C(NC(C)C)=O)=O)CC1=C(C=CC=C1)F)=O ([(R)-1-(2-Fluoro-benzyl)-3-(3-isopropylcarbamoyl-pyridin-2-yl)-2-oxo-propyl]-carbamic acid tert-butyl ester). RXN SMILES: [C:1]([O:5][C:6](=[O:23])[NH:7][C@@H:8]([C:17](=[O:22])N(OC)C)[CH2:9][C:10]1[CH:15]=[CH:14][CH:13]=[CH:12][C:11]=1[F:16])([CH3:4])([CH3:3])[CH3:2].[C:24]([NH:28][C:29](=[O:37])[C:30]1[CH:35]=[CH:34][CH:33]=[N:32][C:31]=1[CH3:36])(C)([CH3:26])[CH3:25]>>[C:1]([O:5][C:6](=[O:23])[NH:7][C@H:8]([CH2:9][C:10]1[CH:15]=[CH:14][CH:13]=[CH:12][C:11]=1[F:16])[C:17](=[O:22])[CH2:36][C:31]1[C:30]([C:29](=[O:37])[NH:28][CH:24]([CH3:25])[CH3:26])=[CH:35][CH:34]=[CH:33][N:32]=1)([CH3:2])([CH3:3])[CH3:4]. Procedure details: Using general procedure 2 with [(R)-2-(2-fluoro-phenyl)-1-(methoxy-methyl-carbamoyl)-ethyl]-carbamic acid tert-butyl ester (0.65 g, 2.0 mmol) and substituting N-isopropyl-2-methyl-nicotinamide for N-tert-butyl-2-methyl-nicotinamide gives the title compound. Reactants: CS(=O)C1=NN2C(C=N1)=CC=C2C=2C=C(CN(S(=O)(=O)C)C)C=CC2 (N-[3-(2-methanesulfinyl-pyrrolo[2,1-f][1,2,4]triazin-7-yl)-benzyl]-N-methyl-methanesulfonamide), NC1=CC=C2C(C(NC2=C1)=O)(C)C (6-amino-3,3-dimethyl-1,3-dihydro-indol-2-one). Yields the product CC1(C(NC2=CC(=CC=C12)NC1=NN2C(C=N1)=CC=C2C=2C=C(CN(S(=O)(=O)C)C)C=CC2)=O)C (N-{3-[2-(3,3-Dimethyl-2-oxo-2,3-dihydro-1H-indol-6-ylamino)-pyrrolo[2,1-f][1,2,4]triazin-7-yl]-benzyl}-N-methyl-methanesulfonamide), foam. Isolated yield 19.0%. Reaction SMILES: CS([C:4]1[N:9]=[CH:8][C:7]2=[CH:10][CH:11]=[C:12]([C:13]3[CH:14]=[C:15]([CH:23]=[CH:24][CH:25]=3)[CH2:16][N:17]([CH3:22])[S:18]([CH3:21])(=[O:20])=[O:19])[N:6]2[N:5]=1)=O.[NH2:26][C:27]1[CH:35]=[C:34]2[C:30]([C:31]([CH3:38])([CH3:37])[C:32](=[O:36])[NH:33]2)=[CH:29][CH:28]=1>>[CH3:37][C:31]1([CH3:38])[C:30]2[C:34](=[CH:35][C:27]([NH:26][C:4]3[N:9]=[CH:8][C:7]4=[CH:10][CH:11]=[C:12]([C:13]5[CH:14]=[C:15]([CH:23]=[CH:24][CH:25]=5)[CH2:16][N:17]([CH3:22])[S:18]([CH3:21])(=[O:20])=[O:19])[N:6]4[N:5]=3)=[CH:28][CH:29]=2)[NH:33][C:32]1=[O:36]. Reported procedure: N-{3-[2-(3,3-Dimethyl-2-oxo-2,3-dihydro-1H-indol-6-ylamino)-pyrrolo[2,1-f][1,2,4]triazin-7-yl]-benzyl}-N-methyl-methanesulfonamide was prepared from N-[3-(2-methanesulfinyl-pyrrolo[2,1-f][1,2,4]triazin-7-yl)-benzyl]-N-methyl-methanesulfonamide and 6-amino-3,3-dimethyl-1,3-dihydro-indol-2-one in an analogous manner to Example 1049. Product isolated as a yellow foam (23 mg, 19%). LCMS (m/e) 491 (M+H), 1H-NMR (CDCl3, 400 MHz) δ 8.73 (s, 1H), 8.11 (d, 1H, J=8.0 Hz), 8.09 (s, 1H), 7.56-7.52 (m, 1H), ... Reaction SMILES: [OH:1][C:2]1[CH:3]=[C:4]2[C:9](=[CH:10][CH:11]=1)[CH:8]=[C:7]([NH:12][C:13]([O:15][CH2:16][C:17]1[CH:22]=[CH:21][CH:20]=[CH:19][CH:18]=1)=[O:14])[CH:6]=[CH:5]2.Cl[C:24]1[C:33]2[C:28](=[CH:29][C:30]([O:36][CH3:37])=[C:31]([O:34][CH3:35])[CH:32]=2)[N:27]=[CH:26][N:25]=1>>[CH3:35][O:34][C:31]1[CH:32]=[C:33]2[C:28](=[CH:29][C:30]=1[O:36][CH3:37])[N:27]=[CH:26][N:25]=[C:24]2[O:1][C:2]1[CH:3]=[C:4]2[C:9](=[CH:10][CH:11]=1)[CH:8]=[C:7]([NH:12][C:13](=[O:14])[O:15][CH2:16][C:17]1[CH:18]=[CH:19][CH:20]=[CH:21][CH:22]=1)[CH:6]=[CH:5]2. Reactants: OC=1C=C2C=CC(=CC2=CC1)NC(=O)OCC1=CC=CC=C1 (N-(6-Hydroxy-2-naphthyl)(phenylmethoxy)carboxamide), ClC1=NC=NC2=CC(=C(C=C12)OC)OC (4-chloro-6,7-dimethoxy-quinazoline). Reported procedure: N-(6-Hydroxy-2-naphthyl)(phenylmethoxy)carboxamide (180 mg, 0.61 mmol, Example 1a) was reacted with 4-chloro-6,7-dimethoxy-quinazoline (140 mg, 0.61 mmol, Oakwood) under the conditions of Example 4b to give the title compound as a white solid. MS (ESI, pos. ion) m/z: 482.5 (M+1). Mass Calc'd for C28H23N3O5: 481.16. The product is COC=1C=C2C(=NC=NC2=CC1OC)OC=1C=C2C=CC(=CC2=CC1)NC(OCC1=CC=CC=C1)=O (Phenylmethyl 6-((6,7-bis(methoxy)-4-quinazolinyl)oxy)-2-naphthalenylcarbamate). Reactants: FC(C=1C=C(C=C(C1)C(F)(F)F)[C@@H]1C[C@@H](N(C(O1)=O)CC1=C(C=CC(=C1)C(F)(F)F)I)C)(F)F ((4S,6S)-6-[3,5-bis(trifluoromethyl)phenyl]-3-[2-iodo-5-(trifluoromethyl)benzyl]-4-methyl-1,3-oxazinan-2-one), FC(C=1C=C(C=C(C1)C(F)(F)F)[C@@H]1C[C@@H](N(C(O1)=O)CC1=C(C=CC(=C1)C(F)(F)F)I)C)(F)F ((4S,6S)-6-[3,5-bis(trifluoromethyl)phenyl]-3-[2-iodo-5-(trifluoromethyl)benzyl]-4-methyl-1,3-oxazinan-2-one), COC1=C(C=C(C=C1)C1(CC1)CO)B1OC(C(O1)(C)C)(C)C ({1-[4-methoxy-3-(4,4,5,5-tetramethyl-1,3,2-dioxaborolan-2-yl)phenyl]cyclopropyl}methanol), COC1=C(C=C(C=C1)C1(CC1)CO)B1OC(C(O1)(C)C)(C)C ({1-[4-methoxy-3-(4,4,5,5-tetramethyl-1,3,2-dioxaborolan-2-yl)phenyl]cyclopropyl}methanol), 1-1′-bis(di tert-butylphosphino) ferrocene palladium dichloride, C(=O)([O-])[O-].[K+].[K+] (K2CO3). The solvent is C1CCOC1 (THF). The product is FC(C=1C=C(C=C(C1)C(F)(F)F)[C@@H]1C[C@@H](N(C(O1)=O)CC1=C(C=CC(=C1)C(F)(F)F)C1=C(C=CC(=C1)C1(CC1)CO)OC)C)(F)F ((4S,6S)-6-[3,5-bis(trifluoromethyl)phenyl]-3-{[5′-[1-(hydroxymethyl)cyclopropyl]-2′-methoxy-4-(trifluoromethyl)biphenyl-2-yl]methyl}-4-methyl-1,3-oxazinan-2-one). Reaction SMILES: [F:1][C:2]([F:34])([F:33])[C:3]1[CH:4]=[C:5]([C@H:13]2[O:18][C:17](=[O:19])[N:16]([CH2:20][C:21]3[CH:26]=[C:25]([C:27]([F:30])([F:29])[F:28])[CH:24]=[CH:23][C:22]=3I)[C@@H:15]([CH3:32])[CH2:14]2)[CH:6]=[C:7]([C:9]([F:12])([F:11])[F:10])[CH:8]=1.[CH3:35][O:36][C:37]1[CH:42]=[CH:41][C:40]([C:43]2([CH2:46][OH:47])[CH2:45][CH2:44]2)=[CH:39][C:38]=1B1OC(C)(C)C(C)(C)O1.C([O-])([O-])=O.[K+].[K+]>C1COCC1>[F:1][C:2]([F:34])([F:33])[C:3]1[CH:4]=[C:5]([C@H:13]2[O:18][C:17](=[O:19])[N:16]([CH2:20][C:21]3[CH:26]=[C:25]([C:27]([F:30])([F:29])[F:28])[CH:24]=[CH:23][C:22]=3[C:38]3[CH:39]=[C:40]([C:43]4([CH2:46][OH:47])[CH2:44][CH2:45]4)[CH:41]=[CH:42][C:37]=3[O:36][CH3:35])[C@@H:15]([CH3:32])[CH2:14]2)[CH:6]=[C:7]([C:9]([F:12])([F:11])[F:10])[CH:8]=1 |f:2.3.4|. Reported procedure: (4S,6S)-6-[3,5-bis(trifluoromethyl)phenyl]-3-[2-iodo-5-(trifluoromethyl)benzyl]-4-methyl-1,3-oxazinan-2-one (Intermediate 23; 28 mg; 0.046 mmol) was treated with {1-[4-methoxy-3-(4,4,5,5-tetramethyl-1,3,2-dioxaborolan-2-yl)phenyl]cyclopropyl}methanol (Intermediate 28; 18 mg; 0.060 mmol), 1-1′-bis(di tert-butylphosphino) ferrocene palladium dichloride (3.0 mg; 0.0046 mmol), 1 N K2CO3 (2 mL) and THF (2 mL) as described in Example 38 to afford (4S,6S)-6-[3,5-bis(trifluoromethyl)phenyl]-3-{[5′-[1-(h... The reactants are O (water), FC1=C(C=O)C=C(C(=C1)O)OC (2-fluoro-4-hydroxy-5-methoxy-benzaldehyde), C(C1=CC=CC=C1)Br (benzyl bromide), [H-].[Na+] (sodium hydride). The solvent is CN(C=O)C (N,N-dimethylformamide). Reaction conditions: time 20 minute. Product: C(C1=CC=CC=C1)OC1=CC(=C(C=O)C=C1OC)F (4-Benzyloxy-2-fluoro-5-methoxy-benzaldehyde). RXN SMILES: [F:1][C:2]1[CH:9]=[C:8]([OH:10])[C:7]([O:11][CH3:12])=[CH:6][C:3]=1[CH:4]=[O:5].[H-].[Na+].[CH2:15](Br)[C:16]1[CH:21]=[CH:20][CH:19]=[CH:18][CH:17]=1.O>CN(C)C=O>[CH2:15]([O:10][C:8]1[C:7]([O:11][CH3:12])=[CH:6][C:3]([CH:4]=[O:5])=[C:2]([F:1])[CH:9]=1)[C:16]1[CH:21]=[CH:20][CH:19]=[CH:18][CH:17]=1 |f:1.2|. Procedure details: 2-Fluoro-4-hydroxy-5-methoxy-benzaldehyde (653, 1.62 g, 9.52 mmol) was dissolved in N,N-dimethylformamide (50 mL) and sodium hydride (60% dispersion in mineral oil, 530 mg, 13 mmol) was added. After 20 minutes, benzyl bromide (1.5 mL, 12 mmol) was added to the reaction mixture. The reaction was stirred at room temperature under an atmosphere of nitrogen for 5.5 hours. The reaction was poured into water and extracted with ethyl acetate. The organic layer was dried over anhydrous sodium sulfate, a...